Dataset: the Open Reaction Database (ORD), a public repository of structured organic reaction records. Task: describe an organic reaction: reactants, conditions, products, and yield Reactants: NC1=NC=CC=C1 (2-aminopyridine), C(C)OC(CC1=CC=C(C=C1)S(=O)(=O)Cl)=O ((4-chlorosulfonyl-phenyl)-acetic acid ethyl ester), O (water), Cl (hydrochloric acid). The solvent is N1=CC=CC=C1 (pyridine). Conditions: temperature 25 celsius. Yields the product C(C)OC(CC1=CC=C(C=C1)S(NC1=NC=CC=C1)(=O)=O)=O ([4-(pyridin-2-ylsulfamoyl)-phenyl]-acetic acid ethyl ester). The yield is 27.0%. As a reaction SMILES: [NH2:1][C:2]1[CH:7]=[CH:6][CH:5]=[CH:4][N:3]=1.[CH2:8]([O:10][C:11](=[O:23])[CH2:12][C:13]1[CH:18]=[CH:17][C:16]([S:19](Cl)(=[O:21])=[O:20])=[CH:15][CH:14]=1)[CH3:9].Cl.O>N1C=CC=CC=1>[CH2:8]([O:10][C:11](=[O:23])[CH2:12][C:13]1[CH:18]=[CH:17][C:16]([S:19](=[O:20])(=[O:21])[NH:1][C:2]2[CH:7]=[CH:6][CH:5]=[CH:4][N:3]=2)=[CH:15][CH:14]=1)[CH3:9]. Procedure: A stirred solution of 2-aminopyridine (282 mg, 3.0 mmol) in dry pyridine (5.0 mL) was treated with (4-chlorosulfonyl-phenyl)-acetic acid ethyl ester (prepared according to the procedure of Kawashima et. al, as described in Chem. Pharm. Bull. 1995, 43(7), 1132) dropwise at 0–5° C. under argon. Upon completion of addition, the reaction was slowly warmed to 25° C. The reaction was stirred at 25° C. until no starting materials remained. At this time, the reaction was cooled to 0° C. and was acidifie... Reactants: CC(C)(C)OC(=O)NC(CO)COCc1ccccc1, CS(=O)(=O)Cl, CCOC(C)=O, CCN(C(C)C)C(C)C, ClCCl, [N-]=[N+]=[N-], [Na+], O. Product: CC(C)(C)OC(=O)NC(CN=[N+]=[N-])COCc1ccccc1. As a reaction SMILES: [CH2:1]([c:2]1[cH:3][cH:4][cH:5][cH:6][cH:7]1)[O:8][CH2:9][CH:10]([CH2:11][OH:12])[NH:13][C:14]([O:15][C:16]([CH3:17])([CH3:18])[CH3:19])=[O:20].[CH3:21][S:22](=[O:23])(=[O:24])[Cl:25].[CH3:42][CH2:43][O:44][C:45]([CH3:46])=[O:47].[CH:26]([N:27]([CH2:28][CH3:29])[CH:30]([CH3:31])[CH3:32])([CH3:33])[CH3:34].[Cl:39][CH2:40][Cl:41].[N-:35]=[N+:36]=[N-:37].[Na+:38].[OH2:48]>>[CH2:1]([c:2]1[cH:3][cH:4][cH:5][cH:6][cH:7]1)[O:8][CH2:9][CH:10]([CH2:11][N:35]=[N+:36]=[N-:37])[NH:13][C:14]([O:15][C:16]([CH3:17])([CH3:18])[CH3:19])=[O:20]. Starting materials: COC(=O)c1sc(-n2[nH]c(C)c(Cc3ccc(Cl)cc3)c2=O)nc1C, [Li+], C1CCOC1, [OH-], O, O. Reaction SMILES: [Cl:1][c:2]1[cH:3][cH:4][c:5]([CH2:6][c:7]2[c:8]([CH3:23])[nH:9][n:10](-[c:13]3[s:14][c:15]([C:19](=[O:20])[O:21][CH3:22])[c:16]([CH3:18])[n:17]3)[c:11]2=[O:12])[cH:24][cH:25]1.[Li+:28].[O:29]1[CH2:30][CH2:31][CH2:32][CH2:33]1.[OH-:27].[OH2:26].[OH2:34]>>[Cl:1][c:2]1[cH:3][cH:4][c:5]([CH2:6][c:7]2[c:8]([CH3:23])[nH:9][n:10](-[c:13]3[s:14][c:15]([C:19](=[O:20])[OH:21])[c:16]([CH3:18])[n:17]3)[c:11]2=[O:12])[cH:24][cH:25]1. Yields the product Cc1nc(-n2[nH]c(C)c(Cc3ccc(Cl)cc3)c2=O)sc1C(=O)O.